From a dataset of the Open Reaction Database (ORD), a public repository of structured organic reaction records. describe an organic reaction: reactants, conditions, products, and yield Starting materials: CCN(CC)c1nc(Cl)cc(N2CCNCC2)n1, CN1CCNCC1, O. The product is CCN(CC)c1nc(N2CCNCC2)cc(N2CCN(C)CC2)n1. As a reaction SMILES: [CH2:1]([CH3:2])[N:3]([c:4]1[n:5][c:6]([Cl:16])[cH:7][c:8]([N:10]2[CH2:11][CH2:12][NH:13][CH2:14][CH2:15]2)[n:9]1)[CH2:17][CH3:18].[CH3:19][N:20]1[CH2:21][CH2:22][NH:23][CH2:24][CH2:25]1.[OH2:26]>>[CH2:1]([CH3:2])[N:3]([c:4]1[n:5][c:6]([N:23]2[CH2:22][CH2:21][N:20]([CH3:19])[CH2:25][CH2:24]2)[cH:7][c:8]([N:10]2[CH2:11][CH2:12][NH:13][CH2:14][CH2:15]2)[n:9]1)[CH2:17][CH3:18].